Dataset: the Open Reaction Database (ORD), a public repository of structured organic reaction records. Task: describe an organic reaction: reactants, conditions, products, and yield Starting materials: CO, Cl, [H][H], COC(=O)C1(N)CC1c1ccc(Br)cc1. Product: COC(=O)C1(N)CC1c1ccccc1. RXN SMILES: [CH3:19][OH:20].[ClH:1].[H:17][H:18].[NH2:2][C:3]1([C:13](=[O:14])[O:15][CH3:16])[CH:4]([c:6]2[cH:7][cH:8][c:9]([Br:12])[cH:10][cH:11]2)[CH2:5]1>>[NH2:2][C:3]1([C:13](=[O:14])[O:15][CH3:16])[CH:4]([c:6]2[cH:7][cH:8][cH:9][cH:10][cH:11]2)[CH2:5]1. The reactants are BrC=1C=C(C=CC1)NC1=C(C=NC2=CN=C(C=C12)C#C[Si](C)(C)C)C#N (4-(3-bromo-phenylamino)-6-trimethylsilanylethynyl-[1,7]naphthyridine-3-carbonitrile), [F-].C(CCC)[N+](CCCC)(CCCC)CCCC.O1CCCC1 (tetrabutylammonium fluoride tetrahydrofuran). Solvent: C(C)(=O)OCC (ethyl acetate), O1CCCC1 (tetrahydrofuran). Conditions: time 1 hour. Yields the product BrC=1C=C(C=CC1)NC1=C(C=NC2=CN=C(C=C12)C#C)C#N (4-(3-bromo-phenylamino)-6-ethynyl-[1,7]naphthyridine-3-carbonitrile). Yield: 45.3%. Reaction SMILES: [Br:1][C:2]1[CH:3]=[C:4]([NH:8][C:9]2[C:18]3[C:13](=[CH:14][N:15]=[C:16]([C:19]#[C:20][Si](C)(C)C)[CH:17]=3)[N:12]=[CH:11][C:10]=2[C:25]#[N:26])[CH:5]=[CH:6][CH:7]=1.[F-].C([N+](CCCC)(CCCC)CCCC)CCC.O1CCCC1>O1CCCC1.C(OCC)(=O)C>[Br:1][C:2]1[CH:3]=[C:4]([NH:8][C:9]2[C:18]3[C:13](=[CH:14][N:15]=[C:16]([C:19]#[CH:20])[CH:17]=3)[N:12]=[CH:11][C:10]=2[C:25]#[N:26])[CH:5]=[CH:6][CH:7]=1 |f:1.2.3|. Procedure: To 800 mg of 4-(3-bromo-phenylamino)-6-trimethylsilanylethynyl-[1,7]naphthyridine-3-carbonitrile in 20 mL of tetrahydrofuran at 0° C. under an inert atmosphere was added 2.5 mL of 1 M tetrabutylammonium fluoride/tetrahydrofuran. After 1 hour at ambient temperature, the reaction was diluted with ethyl acetate and washed with brine. The organic layer was dried with sodium sulfate and evaporated. The product was purified by flash chromatography on silica gel to give 300 mg of 4-(3-bromo-phenylamino... The reactants are solution, C(C1=CC=CC=C1)OC=1C=C(C(=O)O)C=CC1 (3-benzyloxybenzoic acid), O1CCCC1 (tetrahydrofuran), C[Li] (methyl lithium), O (water). Run in CCOCC (ether). Reaction conditions: time 1.5 hour. The product is CC(=O)C1=CC(=CC=C1)OCC2=CC=CC=C2 (3-Benzyloxyacetophenone). RXN SMILES: C[Li].[CH2:3]([O:10][C:11]1[CH:12]=[C:13]([CH:17]=[CH:18][CH:19]=1)[C:14]([OH:16])=O)[C:4]1[CH:9]=[CH:8][CH:7]=[CH:6][CH:5]=1.O1CCC[CH2:21]1.O>CCOCC>[CH3:21][C:14]([C:13]1[CH:17]=[CH:18][CH:19]=[C:11]([O:10][CH2:3][C:4]2[CH:5]=[CH:6][CH:7]=[CH:8][CH:9]=2)[CH:12]=1)=[O:16]. Procedure details: Over a period of 1.5 hours, methyl lithium (531 ml. of a 2 molar solution, 1.06 M) is added under a nitrogen atmosphere to a rapidly stirring solution of 3-benzyloxybenzoic acid (116 g., 0.532 M) in ether (250 ml.)-tetrahydrofuran (1400 ml.) maintained at 15°-20° C. After stirring an additional 0.75 hour at 10°-15° C., water (600 ml.) is slowly added keeping the reaction temperature below 20° C. The aqueous layer is separated and extracted with ether (3×250 ml.). The organic phases are combined,...